Dataset: the Open Reaction Database (ORD), a public repository of structured organic reaction records. Task: describe an organic reaction: reactants, conditions, products, and yield The reactants are ClC(=O)OCC(C)C (isobutyl chloroformate), Cl.COC([C@@H](N)CC1=CC=C(C=C1)O)=O (tyrosine methylesterhydrochloride), CN1CCOCC1 (N-methylmorpholine), CN1CCOCC1 (N-methylmorpholine), C(=O)(OC(C)(C)C)N([C@@H](C)C(=O)O)C (BOC-N-methylalanine). Solvent: C(C)(=O)OCC (ethyl acetate). Conditions: time 2.5 hour. Product: N([C@@H](C)C(=O)N[C@@H](CC1=CC=C(C=C1)O)C(=O)O)(C)C(=O)OC(C)(C)C (BOC-N-Me-Ala-Tyr). As a reaction SMILES: ClC(OCC(C)C)=O.CN1CCOCC1.[C:16]([N:23]([CH3:29])[C@H:24]([C:26]([OH:28])=O)[CH3:25])([O:18][C:19]([CH3:22])([CH3:21])[CH3:20])=[O:17].Cl.C[O:32][C:33](=[O:44])[C@H:34]([CH2:36][C:37]1[CH:42]=[CH:41][C:40]([OH:43])=[CH:39][CH:38]=1)[NH2:35]>C(OCC)(=O)C>[N:23]([C:16]([O:18][C:19]([CH3:20])([CH3:21])[CH3:22])=[O:17])([CH3:29])[C@H:24]([C:26]([NH:35][C@H:34]([C:33]([OH:44])=[O:32])[CH2:36][C:37]1[CH:38]=[CH:39][C:40]([OH:43])=[CH:41][CH:42]=1)=[O:28])[CH3:25] |f:3.4|. Reported procedure: 1 liter of ethyl acetate under nitrogen is cooled to between -5° and 0° C. and isobutyl chloroformate (37.6 ml, 290 mmole) is added followed by N-methylmorpholine (31.9 ml, 290 mmole). A sticky white solid forms and after 10 minutes BOC-N-methylalanine (58.9 grams, 290 mmoles) is added. A more granular solid forms and after 20 minutes tyrosine methylesterhydrochloride (57.93 grams, 250 mmoles) is added. Additional N-methylmorpholine (27.9 ml, 250 mmoles) is then added to obtain a pH of about 8. ... Reactants: C(CC)(=O)C1=C(C=CC=C1)NC(CC(=O)OCC1=CC=CC=C1)=O (Benzyl N-(2-propionylphenyl)malonamate), CC(C)([O-])C.[K+] (potassium t-butoxide). Run in C(C)O (ethanol). Run at time 3 hour. Product: C(C)C1=C(C(=NC2=CC=CC=C12)O)C(=O)OCC1=CC=CC=C1 (benzyl 4-ethyl-2-hydroxyquinoline-3-carboxylate). Yield: 82.3%. Reaction SMILES: [C:1]([C:5]1[CH:10]=[CH:9][CH:8]=[CH:7][C:6]=1[NH:11][C:12](=[O:24])[CH2:13][C:14]([O:16][CH2:17][C:18]1[CH:23]=[CH:22][CH:21]=[CH:20][CH:19]=1)=[O:15])(=O)[CH2:2][CH3:3].CC(C)([O-])C.[K+]>C(O)C>[CH2:2]([C:1]1[C:5]2[C:6](=[CH:7][CH:8]=[CH:9][CH:10]=2)[N:11]=[C:12]([OH:24])[C:13]=1[C:14]([O:16][CH2:17][C:18]1[CH:23]=[CH:22][CH:21]=[CH:20][CH:19]=1)=[O:15])[CH3:3] |f:1.2|. Procedure: Benzyl N-(2-propionylphenyl)malonamate (1.8 g) was dissolved in ethanol (20 mL), followed by addition of potassium t-butoxide (0.65 g), and the mixture was stirred at room temperature for 3 h. The precipitated solids were collected by filtration and washed with water to obtain benzyl 4-ethyl-2-hydroxyquinoline-3-carboxylate (1.4 g). Reactants: OC1=CC=C(C=C1)C1=CSC2=C1C=CC(=C2)OC (3-(4-hydroxyphenyl)-6-methoxybenzothiophene), Cl.ClCCN1CCCC1 (N-(2-chloroethyl)pyrrolidine hydrochloride), [H-].[Na+] (sodium hydride). Run in CN(C=O)C (N,N-dimethylformamide). Conditions: temperature 0 celsius. Product: N1(CCCC1)CCOC1=CC=C(C=C1)C1=CSC2=C1C=CC(=C2)OC (3-[4-(2-pyrrolidinoethoxy)phenyl]-6-methoxybenzothiophene). As a reaction SMILES: [OH:1][C:2]1[CH:7]=[CH:6][C:5]([C:8]2[C:12]3[CH:13]=[CH:14][C:15]([O:17][CH3:18])=[CH:16][C:11]=3[S:10][CH:9]=2)=[CH:4][CH:3]=1.Cl.Cl[CH2:21][CH2:22][N:23]1[CH2:27][CH2:26][CH2:25][CH2:24]1.[H-].[Na+]>CN(C)C=O>[N:23]1([CH2:22][CH2:21][O:1][C:2]2[CH:3]=[CH:4][C:5]([C:8]3[C:12]4[CH:13]=[CH:14][C:15]([O:17][CH3:18])=[CH:16][C:11]=4[S:10][CH:9]=3)=[CH:6][CH:7]=2)[CH2:27][CH2:26][CH2:25][CH2:24]1 |f:1.2,3.4|. Procedure details: To 80 ml. of N,N-dimethylformamide (DMF) were added 10.0 grams (0.039 mole) of 3-(4-hydroxyphenyl)-6-methoxybenzothiophene. The mixture was cooled to 0° C., and 6.6 grams (0.039 mole) of N-(2-chloroethyl)pyrrolidine hydrochloride were added followed by 2.81 grams (0.117 mole) of sodium hydride added in small portions. Effervescence developed, and, when the effervescence had ceased, the mixture was heated at 95° C. for 14 hours. To the mixture then were added 10 ml. of ethanol, and the solvents o... Starting materials: CC(CCCCCC)=O (2-octanone), C(NN)(=O)OC(C)(C)C (tert-butyl carbazate). The solvent is C1CCCCC1 (cyclohexane). The product is CC(CCCCCC)=NNC(=O)OC(C)(C)C (tert-Butyl N′-(1-methyl-heptylidene)-hydrazinecarboxylate). RXN SMILES: [CH3:1][C:2](=O)[CH2:3][CH2:4][CH2:5][CH2:6][CH2:7][CH3:8].[C:10]([O:14][C:15]([CH3:18])([CH3:17])[CH3:16])(=[O:13])[NH:11][NH2:12]>C1CCCCC1>[CH3:1][C:2](=[N:12][NH:11][C:10]([O:14][C:15]([CH3:18])([CH3:17])[CH3:16])=[O:13])[CH2:3][CH2:4][CH2:5][CH2:6][CH2:7][CH3:8]. Reported procedure: 40 g (312 mmol) of 2-octanone and 41.23 g (312 mmol) of tert-butyl carbazate are refluxed for 2 hours in 350 ml of cyclohexane. The solvent and water are removed in vacuo. This gives 74.10 g (98%) of a waxy solid. Starting materials: C([O-])([O-])=O.[K+].[K+] (potassium carbonate), BrCC(=O)C1CCCCC1 (2-bromo-1-cyclohexylethanone), BrC=1C=CC(=C(C1)C(C)=O)O (1-[5-Bromo-2-hydroxyphenyl]ethanone). Solvent: CN(C=O)C (N,N-dimethylformamide). Conditions: time 3 hour. The product is BrC=1C=CC2=C(C(=C(O2)C(=O)C2CCCCC2)C)C1 ((5-bromo-3-methyl-1-benzofuran-2-yl)(cyclohexyl)methanone). Isolated yield 76.9%. As a reaction SMILES: [Br:1][C:2]1[CH:3]=[CH:4][C:5]([OH:11])=[C:6]([C:8](=O)[CH3:9])[CH:7]=1.C(=O)([O-])[O-].[K+].[K+].Br[CH2:19][C:20]([CH:22]1[CH2:27][CH2:26][CH2:25][CH2:24][CH2:23]1)=[O:21]>CN(C)C=O>[Br:1][C:2]1[CH:3]=[CH:4][C:5]2[O:11][C:19]([C:20]([CH:22]3[CH2:27][CH2:26][CH2:25][CH2:24][CH2:23]3)=[O:21])=[C:8]([CH3:9])[C:6]=2[CH:7]=1 |f:1.2.3|. Procedure: 1-[5-Bromo-2-hydroxyphenyl]ethanone (13.4 g) was dissolved in N,N-dimethylformamide (300 mL). To the reaction mixture were added potassium carbonate (25.8 g) and 2-bromo-1-cyclohexylethanone (19.0 g) synthesized in Example A51(1) at room temperature, and the mixture was stirred for 3 hr. The reaction mixture was filtered through celite, water (200 mL) was added, and the mixture was extracted with diethyl ether (100 mL×2). The extract was washed with saturated brine, dried over magnesium sulfate,... The reactants are CCCCCCCCN1CCc2cc(C(=O)O)c(C)c([N+](=O)[O-])c21, c1ccc2c(c1)CCN2, CO, O=S(=O)(O)O. Yields the product CCCCCCCCN1CCc2cc(C(=O)OC)c(C)c([N+](=O)[O-])c21. RXN SMILES: [CH2:10]([CH2:11][CH2:12][CH2:13][CH2:14][CH2:15][CH2:16][CH3:17])[N:18]1[CH2:19][CH2:20][c:21]2[cH:22][c:23]([C:31](=[O:32])[OH:33])[c:24]([CH3:30])[c:25]([N+:27](=[O:28])[O-:29])[c:26]21.[CH2:1]1[NH:2][c:3]2[c:4]([cH:5][cH:6][cH:7][cH:8]2)[CH2:9]1.[CH3:39][OH:40].[S:34](=[O:35])(=[O:36])([OH:37])[OH:38]>>[CH3:1][O:33][C:31]([c:23]1[cH:22][c:21]2[c:26]([c:25]([N+:27](=[O:28])[O-:29])[c:24]1[CH3:30])[N:18]([CH2:10][CH2:11][CH2:12][CH2:13][CH2:14][CH2:15][CH2:16][CH3:17])[CH2:19][CH2:20]2)=[O:32]. The reactants are BrC(Br)(Br)Br, ClCCl, NC1CC1, O=C(O)c1cc(I)ccc1O, c1ccc(P(c2ccccc2)c2ccccc2)cc1. Product: O=C(NC1CC1)c1cc(I)ccc1O. As a reaction SMILES: [C:16]([Br:17])([Br:18])([Br:19])[Br:20].[CH2:40]([Cl:41])[Cl:42].[CH:12]1([NH2:15])[CH2:13][CH2:14]1.[OH:1][c:2]1[c:3]([C:4](=[O:5])[OH:6])[cH:7][c:8]([I:11])[cH:9][cH:10]1.[c:21]1([P:22]([c:23]2[cH:24][cH:25][cH:26][cH:27][cH:28]2)[c:29]2[cH:30][cH:31][cH:32][cH:33][cH:34]2)[cH:35][cH:36][cH:37][cH:38][cH:39]1>>[OH:1][c:2]1[c:3]([C:4](=[O:6])[NH:15][CH:12]2[CH2:13][CH2:14]2)[cH:7][c:8]([I:11])[cH:9][cH:10]1.